From a dataset of the Open Reaction Database (ORD), a public repository of structured organic reaction records. describe an organic reaction: reactants, conditions, products, and yield Starting materials: CN(C)C(OC(C)(C)C)N(C)C, CC(C)(C)OC(=O)N1CCC(=O)CC1, CN(C)C=O, O. Product: CN(C)C=C1CN(C(=O)OC(C)(C)C)CCC1=O. RXN SMILES: [C:15]([O:16][CH:20]([N:17]([CH3:18])[CH3:19])[N:21]([CH3:22])[CH3:23])([CH3:24])([CH3:25])[CH3:26].[C:1]([CH3:2])([CH3:3])([CH3:4])[O:5][C:6](=[O:7])[N:8]1[CH2:9][CH2:10][C:11](=[O:14])[CH2:12][CH2:13]1.[CH3:27][N:28]([CH3:29])[CH:30]=[O:31].[OH2:32]>>[C:1]([CH3:2])([CH3:3])([CH3:4])[O:5][C:6](=[O:7])[N:8]1[CH2:9][CH2:10][C:11](=[O:14])[C:12](=[CH:20][N:21]([CH3:22])[CH3:23])[CH2:13]1.